Dataset: the Open Reaction Database (ORD), a public repository of structured organic reaction records. Task: describe an organic reaction: reactants, conditions, products, and yield Starting materials: FB(F)F, CCCC(=O)c1cc(Br)c(C)c(Br)c1, CC(=O)O, SCCS. The product is CCCC1(c2cc(Br)c(C)c(Br)c2)SCCS1. As a reaction SMILES: [B:23]([F:24])([F:25])[F:26].[Br:1][c:2]1[cH:3][c:4]([C:10]([CH2:11][CH2:12][CH3:13])=[O:14])[cH:5][c:6]([Br:9])[c:7]1[CH3:8].[C:19]([OH:20])(=[O:21])[CH3:22].[CH2:15]([CH2:16][SH:17])[SH:18]>>[Br:1][c:2]1[cH:3][c:4]([C:10]2([CH2:11][CH2:12][CH3:13])[S:17][CH2:16][CH2:15][S:18]2)[cH:5][c:6]([Br:9])[c:7]1[CH3:8]. Reactants: CCN=C=NCCCN(C)C, COC(=O)C(C)C(=O)O, CN(C)c1ccncc1, Cl, CN(C)C=O, O, On1nnc2ccccc21, Nc1ccc(-c2ccccc2)cc1. The product is COC(=O)C(C)C(=O)Nc1ccc(-c2ccccc2)cc1. RXN SMILES: [CH3:11][CH2:12][N:13]=[C:14]=[N:15][CH2:16][CH2:17][CH2:18][N:19]([CH3:20])[CH3:21].[CH3:36][O:37][C:38]([CH:39]([C:40](=[O:41])[OH:42])[CH3:43])=[O:44].[CH3:45][N:46]([c:47]1[cH:48][cH:49][n:50][cH:51][cH:52]1)[CH3:53].[ClH:22].[O:54]=[CH:55][N:56]([CH3:57])[CH3:58].[OH2:59].[OH:1][n:2]1[c:3]2[c:4]([cH:5][cH:6][cH:7][cH:8]2)[n:9][n:10]1.[c:23]1(-[c:30]2[cH:31][cH:32][cH:33][cH:34][cH:35]2)[cH:24][cH:25][c:26]([NH2:29])[cH:27][cH:28]1>>[c:23]1(-[c:30]2[cH:31][cH:32][cH:33][cH:34][cH:35]2)[cH:24][cH:25][c:26]([NH:29][C:40]([CH:39]([C:38]([O:37][CH3:36])=[O:44])[CH3:43])=[O:41])[cH:27][cH:28]1. Starting materials: alcohol, C(CCO)CO (1,4-BD), 37, C=CC1=CC=CC=C1 (styrene). Yields the product C=CC1=CC=CC=C1.C=CC=C (Styrene/Butadiene). Reaction SMILES: [CH2:1]=[CH:2][C:3]1[CH:8]=[CH:7][CH:6]=[CH:5][CH:4]=1.[CH2:9]([CH2:13]O)[CH2:10][CH2:11]O>>[CH2:1]=[CH:2][C:3]1[CH:8]=[CH:7][CH:6]=[CH:5][CH:4]=1.[CH2:13]=[CH:9][CH:10]=[CH2:11] |f:2.3|. Procedure: A 2 gallon reactor was initially flushed with nitrogen before being charged with a solution prepared from 540 g (5.19 moles) of styrene, 81.0 g (˜0.27 moles) of N,N-dimethyloctadecylamine and 4.77 g (˜0.0123 moles) of BHDTTC and stirred at 200 rpm. To this mixture was then added an aqueous solution prepared from 3510 g of RO water, 12.6 g (0.0466 moles) of potassium persulfate and 33.66 g of conc. Hydrochloric acid (˜0.34 moles). The reactor was again flushed with nitrogen before adding 1260 g (...